The task is: describe an organic reaction: reactants, conditions, products, and yield. This data is from the Open Reaction Database (ORD), a public repository of structured organic reaction records. The reactants are C(O)(=O)OC=1C(O)=CC=CC1 (pyrocatechol carbonate), CN (methylamine), secondary amines. Product: CNC(=O)OC=1C(O)=CC=CC1 (pyrocatechol monomethylcarbamate). The yield is 98.0%. As a reaction SMILES: [C:1]([O:4][C:5]1[C:6](=[CH:8][CH:9]=[CH:10][CH:11]=1)[OH:7])(=O)[OH:2].[CH3:12][NH2:13]>>[CH3:12][NH:13][C:1]([O:4][C:5]1[C:6](=[CH:8][CH:9]=[CH:10][CH:11]=1)[OH:7])=[O:2]. Reported procedure: In fact, the reaction of pyrocatechol carbonate with methylamine in the presence of not less than 1 mol equivalent of the abovementioned secondary amines gives pyrocatechol monomethylcarbamate in a yield of 98-99%. The subsequent reaction of the reaction mixture with 1,2-dichloroethyl methyl ether in turn takes place with a yield of above 90%. Compared with the reaction with tertiary amines, the conversion takes place substantially more rapidly (on the bas-is of experience, from eight to ten tim... Starting materials: C(C1=CC=CC=C1)OC(=O)CN1CCN2CCCN(CCN(CCC1)CCC2)CC(=O)OCC2=CC=CC=C2 (4,11-bis-(benzyloxycarbonylmethyl)-1,4,8,11-tetraazabicyclo[6.6.3]heptadecane). Reagents/catalysts: [Pd] (Pd/C). Solvent: C(C)O (ethanol). Conditions: time 12 hour. Yields the product C(=O)(O)CN1CCN2CCCN(CCN(CCC1)CCC2)CC(=O)O (4,11-bis-(carboxymethyl)-1,4,8,11-tetraazabicyclo[6.6.3]heptadecane). Isolated yield 99.2%. As a reaction SMILES: C([O:8][C:9]([CH2:11][N:12]1[CH2:25][CH2:24][CH2:23][N:22]2[CH2:26][CH2:27][CH2:28][N:15]([CH2:16][CH2:17][CH2:18][N:19]([CH2:29][C:30]([O:32]CC3C=CC=CC=3)=[O:31])[CH2:20][CH2:21]2)[CH2:14][CH2:13]1)=[O:10])C1C=CC=CC=1>C(O)C.[Pd]>[C:30]([CH2:29][N:19]1[CH2:18][CH2:17][CH2:16][N:15]2[CH2:28][CH2:27][CH2:26][N:22]([CH2:23][CH2:24][CH2:25][N:12]([CH2:11][C:9]([OH:10])=[O:8])[CH2:13][CH2:14]2)[CH2:21][CH2:20]1)([OH:32])=[O:31]. Reported procedure: To a solution of 21 (3.19 g, 5.94 mmol) in ethanol (120 mL) was added 10% Pd/C (0.96 g). The resulting mixture was stirred under H2 (g) atmosphere at room temperature for 12 hours. The reaction mixture was filtered through a celite pad and washed with ethanol (2×20 mL). The combined filtrate was evaporated under vacuum to give an oily residue which was triturated with Et2O to provide white solid 16 (2.1 g, 99% yield). Starting materials: hydrochloride salt, N=C1N(CCC1)C (2-imino-1-methylpyrrolidine), FC=1C=C(C=CC1)N=C=O (m-fluorophenylisocyanate). Run in C1=CC=CC=C1 (benzene), C1=CC=CC=C1 (benzene). Reaction conditions: time 7.5 minute. The product is O.FC=1C=C(C=CC1)NC(=O)N=C1N(CCC1)C (1-m-fluorophenyl-3-(1-methyl-2-pyrrolidylidene)urea hydrate). As a reaction SMILES: [NH:1]=[C:2]1[CH2:6][CH2:5][CH2:4][N:3]1[CH3:7].[F:8][C:9]1[CH:10]=[C:11]([N:15]=[C:16]=[O:17])[CH:12]=[CH:13][CH:14]=1>C1C=CC=CC=1>[OH2:17].[F:8][C:9]1[CH:10]=[C:11]([NH:15][C:16]([N:1]=[C:2]2[CH2:6][CH2:5][CH2:4][N:3]2[CH3:7])=[O:17])[CH:12]=[CH:13][CH:14]=1 |f:3.4|. Procedure: The hydrochloride salt of 2-imino-1-methylpyrrolidine is converted to free base (4.9 g.; 0.05 mole) in benzene in the usual manner. After drying over K2CO3, the benzene solution is stirred at room temperature and 6.86 g. (0.05 mole) of m-fluorophenylisocyanate, dissolved in anhydrous benzene, is added. Heat evolves and after 5-10 minutes, solid precipitates. Stirring is continued for one hour and the solid is then collected (m.p. = 142°-143° C.). Evaporation of solvent from the filtrate yields a... Starting materials: FC1=C(C=CC=C1)C1=NN=C2N1N=C(C=C2)SC(C(=O)OCC)CC (ethyl 2-((3-(2-fluorophenyl)-[1,2,4]triazolo[4,3-b]pyridazin-6-yl)thio)butanoate), [OH-].[Na+] (sodium hydroxide). Run in O1CCOCC1 (dioxane). Conditions: time 2 hour. The product is FC1=C(C=CC=C1)C1=NN=C2N1N=C(C=C2)SC(C(=O)O)CC (2-((3-(2-fluorophenyl)-[1,2,4]triazolo[4,3-b]pyridazin-6-yl)thio)butanoic acid). As a reaction SMILES: [F:1][C:2]1[CH:7]=[CH:6][CH:5]=[CH:4][C:3]=1[C:8]1[N:12]2[N:13]=[C:14]([S:17][CH:18]([CH2:24][CH3:25])[C:19]([O:21]CC)=[O:20])[CH:15]=[CH:16][C:11]2=[N:10][N:9]=1.[OH-].[Na+]>O1CCOCC1>[F:1][C:2]1[CH:7]=[CH:6][CH:5]=[CH:4][C:3]=1[C:8]1[N:12]2[N:13]=[C:14]([S:17][CH:18]([CH2:24][CH3:25])[C:19]([OH:21])=[O:20])[CH:15]=[CH:16][C:11]2=[N:10][N:9]=1 |f:1.2|. Procedure details: To a solution of ethyl 2-((3-(2-fluorophenyl)-[1,2,4]triazolo[4,3-b]pyridazin-6-yl)thio)butanoate (1 mmol) in dioxane (3 mL) was added 0.5 ml of sodium hydroxide (2N), and the reaction mixture was stirred at room temperature. After 2 hours, the mixture was evaporated to dryness, and the obtained residue dissolved in water (2 mL) and then acidified with an hydrochloric acid solution. The resulting precipitate was filtered, washed with water, and dried to give 2-((3-(2-fluorophenyl)-[1,2,4]triazol...